Dataset: the Open Reaction Database (ORD), a public repository of structured organic reaction records. Task: describe an organic reaction: reactants, conditions, products, and yield Reactants: Cl.ClCC=1N=C(SC1)C (4-Chloromethyl-2-methylthiazole hydrochloride), ClC1=CC=NC2=CC(=C(C=C12)OC)O (4-chloro-7-hydroxy-6-methoxyquinoline), C([O-])([O-])=O.[K+].[K+] (potassium carbonate). Solvent: CN(C)C=O (DMF). Run at temperature 70 celsius, time 2.5 hour. Product: ClC1=CC=NC2=CC(=C(C=C12)OC)OCC=1N=C(SC1)C (4-chloro-6-methoxy-7-(2-methylthiazol-4-ylmethoxy)quinoline). Yield: 109.7%. As a reaction SMILES: Cl.Cl[CH2:3][C:4]1[N:5]=[C:6]([CH3:9])[S:7][CH:8]=1.[Cl:10][C:11]1[C:20]2[C:15](=[CH:16][C:17]([OH:23])=[C:18]([O:21][CH3:22])[CH:19]=2)[N:14]=[CH:13][CH:12]=1.C(=O)([O-])[O-].[K+].[K+]>CN(C=O)C>[Cl:10][C:11]1[C:20]2[C:15](=[CH:16][C:17]([O:23][CH2:3][C:4]3[N:5]=[C:6]([CH3:9])[S:7][CH:8]=3)=[C:18]([O:21][CH3:22])[CH:19]=2)[N:14]=[CH:13][CH:12]=1 |f:0.1,3.4.5|. Procedure details: 4-Chloromethyl-2-methylthiazole hydrochloride (226 mg, 1.23 mmol) was added to a suspension of 4-chloro-7-hydroxy-6-methoxyquinoline (216 mg, 1 mmol), (prepared as described for the starting material in Example 3), and potassium carbonate (483 mg, 3.5 mmol) in DMF (10 ml). The mixture was stirred for 2.5 hours at 70° C. The volatiles were removed by evaporation and the residue was partitioned between ethyl acetate and water. The organic layer was washed with brine, dried (MgSO4), the insoluble m... Starting materials: CN1CCC(=CC1)B1OC(C(O1)(C)C)(C)C (1-methyl-4-(4,4,5,5-tetramethyl-1,3,2-dioxaborolan-2-yl)-1,2,3,6-tetrahydropyridine), [O-]P(=O)([O-])[O-].[K+].[K+].[K+] (K3PO4), C(C1=CC=CC=C1)OC(=O)NC=1C(=NC2=CC(=CC=C2C1)Br)C(=O)NC=1C=NC=CC1N1C[C@H]([C@H]([C@H](C1)C)NC(OC)=O)NC(OC(C)(C)C)=O (tert-butyl methyl [(3R,4S,5S)-1-(3-{[(3-{[(benzyloxy)carbonyl]amino}-7-bromoquinolin-2-yl)carbonyl]amino}pyridin-4-yl)-5-methylpiperidine-3,4-diyl]biscarbamate). The reagents and catalysts are C1(CCCCC1)P(C1=C(C=CC=C1)C1=C(C=C(C=C1C(C)C)C(C)C)C(C)C)C1CCCCC1.NC1=C(C=CC=C1)C1=C(C=CC=C1)[Pd]Cl (dicyclohexyl(2′,4′,6′-triisopropylbiphenyl-2-yl)phosphine (2′-aminobiphenyl-2-yl)(chloro)palladium). Solvent: O1CCOCC1 (1,4-dioxane). Conditions: temperature 60 celsius. Product: C(C1=CC=CC=C1)OC(=O)NC=1C(=NC2=CC(=CC=C2C1)C=1CCN(CC1)C)C(=O)NC=1C=NC=CC1N1C[C@H]([C@H]([C@H](C1)C)NC(OC)=O)NC(OC(C)(C)C)=O (tert-Butyl methyl {(3R,4S,5S)-1-[3-({[3-{[(benzyloxy)carbonyl]amino}-7-(1-methyl-1,2,3,6-tetrahydropyridin-4-yl)quinolin-2-yl]carbonyl}amino)pyridin-4-yl]-5-methylpiperidine-3,4-diyl}biscarbamate). The yield is 19.6%. Reaction SMILES: [CH3:1][N:2]1[CH2:7][CH:6]=[C:5](B2OC(C)(C)C(C)(C)O2)[CH2:4][CH2:3]1.[O-]P([O-])([O-])=O.[K+].[K+].[K+].[CH2:25]([O:32][C:33]([NH:35][C:36]1[C:37]([C:47]([NH:49][C:50]2[CH:51]=[N:52][CH:53]=[CH:54][C:55]=2[N:56]2[CH2:61][C@H:60]([CH3:62])[C@H:59]([NH:63][C:64](=[O:67])[O:65][CH3:66])[C@H:58]([NH:68][C:69](=[O:75])[O:70][C:71]([CH3:74])([CH3:73])[CH3:72])[CH2:57]2)=[O:48])=[N:38][C:39]2[C:44]([CH:45]=1)=[CH:43][CH:42]=[C:41](Br)[CH:40]=2)=[O:34])[C:26]1[CH:31]=[CH:30][CH:29]=[CH:28][CH:27]=1>O1CCOCC1.C1(P(C2CCCCC2)C2C=CC=CC=2C2C(C(C)C)=CC(C(C)C)=CC=2C(C)C)CCCCC1.NC1C=CC=CC=1C1C=CC=CC=1[Pd]Cl>[CH2:25]([O:32][C:33]([NH:35][C:36]1[C:37]([C:47]([NH:49][C:50]2[CH:51]=[N:52][CH:53]=[CH:54][C:55]=2[N:56]2[CH2:61][C@H:60]([CH3:62])[C@H:59]([NH:63][C:64](=[O:67])[O:65][CH3:66])[C@H:58]([NH:68][C:69](=[O:75])[O:70][C:71]([CH3:74])([CH3:73])[CH3:72])[CH2:57]2)=[O:48])=[N:38][C:39]2[C:44]([CH:45]=1)=[CH:43][CH:42]=[C:41]([C:5]1[CH2:6][CH2:7][N:2]([CH3:1])[CH2:3][CH:4]=1)[CH:40]=2)=[O:34])[C:26]1[CH:31]=[CH:30][CH:29]=[CH:28][CH:27]=1 |f:1.2.3.4,7.8|. Reported procedure: A vial was charged with 1-methyl-4-(4,4,5,5-tetramethyl-1,3,2-dioxaborolan-2-yl)-1,2,3,6-tetrahydropyridine (107 mg, 0.477 mmol), dicyclohexyl(2′,4′,6′-triisopropylbiphenyl-2-yl)phosphine-(2′-aminobiphenyl-2-yl)(chloro)palladium (1:1) (36 mg, 0.046 mmol), and K3PO4 (175 mg, 0.824 mmol). The vial was sealed with a septum and purged with nitrogen three times. A solution of tert-butyl methyl [(3R,4S,5S)-1-(3-{[(3-{[(benzyloxy)carbonyl]amino}-7-bromoquinolin-2-yl)carbonyl]amino}pyridin-4-yl)-5-methy...